Dataset: the Open Reaction Database (ORD), a public repository of structured organic reaction records. Task: describe an organic reaction: reactants, conditions, products, and yield The reactants are resultant mixture, resultant mixture, CS(=O)(=O)Cl (methanesulphonyl chloride), CS(=O)(=O)Cl (Methanesulphonyl chloride), CC1=C(C=C(C=C1)NC(C1=CC(=CC=C1)N1CCOCC1)=O)NC(C1=CC(=CC=C1)N)=O (N-[2-methyl-5-(3-morpholinobenzamido)phenyl]-3-aminobenzamide), N1=CC=CC=C1 (pyridine). Run in C(Cl)Cl (methylene chloride). Yields the product CC1=C(C=C(C=C1)NC(C1=CC(=CC=C1)N1CCOCC1)=O)NC(C1=CC(=CC=C1)NS(=O)(=O)C)=O (N-[2-methyl-5-(3-morpholinobenzamido)phenyl]-3-methanesulphonylaminobenzamide). As a reaction SMILES: [CH3:1][S:2](Cl)(=[O:4])=[O:3].[CH3:6][C:7]1[CH:12]=[CH:11][C:10]([NH:13][C:14](=[O:27])[C:15]2[CH:20]=[CH:19][CH:18]=[C:17]([N:21]3[CH2:26][CH2:25][O:24][CH2:23][CH2:22]3)[CH:16]=2)=[CH:9][C:8]=1[NH:28][C:29](=[O:37])[C:30]1[CH:35]=[CH:34][CH:33]=[C:32]([NH2:36])[CH:31]=1.N1C=CC=CC=1>C(Cl)Cl>[CH3:6][C:7]1[CH:12]=[CH:11][C:10]([NH:13][C:14](=[O:27])[C:15]2[CH:20]=[CH:19][CH:18]=[C:17]([N:21]3[CH2:22][CH2:23][O:24][CH2:25][CH2:26]3)[CH:16]=2)=[CH:9][C:8]=1[NH:28][C:29](=[O:37])[C:30]1[CH:35]=[CH:34][CH:33]=[C:32]([NH:36][S:2]([CH3:1])(=[O:4])=[O:3])[CH:31]=1. Procedure details: Methanesulphonyl chloride (0.16 ml) was added to a stirred mixture of N-[2-methyl-5-(3-morpholinobenzamido)phenyl]-3-aminobenzamide (0.765 g), pyridine (0.29 ml) and methylene chloride (30 ml) and the resultant mixture was stirred at ambient temperature for 18 hours. A second portion (0.158 ml) of methanesulphonyl chloride was added and the resultant mixture was stirred at ambient temperature for a further 18 hours. The reaction mixture was washed with water, dried (MgSO4) and evaporated. The re... Starting materials: [H][H] (hydrogen), FC(C(=O)N1CC2=CC(=CCC2CC1)[N+](=O)[O-])(F)F (2-trifluoroacetyl-7-nitro-tetrahydroisoquinoline), [N+](=O)([O-])C1NCCC2=CC=CC=C12 (nitro-tetrahydroisoquinoline), ( IV ). Yields the product [N+](=O)([O-])C1=C(C=CC=C1)CCNC(C(F)(F)F)=O (N-(nitrophenyl)ethyl-trifluoroacetamide), C=O (paraformaldehyde). RXN SMILES: [N+:1](C1C2C(=CC=CC=2)CCN1)([O-:3])=[O:2].[H][H].[F:16][C:17]([F:34])([F:33])[C:18]([N:20]1[CH2:29][CH2:28][CH:27]2[C:22](=[CH:23][C:24]([N+]([O-])=O)=[CH:25][CH2:26]2)C1)=[O:19]>>[N+:1]([C:22]1[CH:23]=[CH:24][CH:25]=[CH:26][C:27]=1[CH2:28][CH2:29][NH:20][C:18](=[O:19])[C:17]([F:16])([F:33])[F:34])([O-:3])=[O:2].[CH2:18]=[O:19]. Procedure: The nitro-tetrahydroisoquinoline of formula (IV) in which XA is hydrogen may be prepared by hydrolysis of 2-trifluoroacetyl-7-nitro-tetrahydroisoquinoline obtained by reaction of an N-(nitrophenyl)ethyl-trifluoroacetamide and paraformaldehyde in acidic conditions using the procedure of Stokker, Tet. Lett., 1996, 37, 5453. N-(nitrophenyl)ethyl-trifluoroacetamides can be prepared from readily available materials by reaction of trifluoracetic anhydride with lutidine and nitrophenethylamine hydrochl...